This data is from the Open Reaction Database (ORD), a public repository of structured organic reaction records. The task is: describe an organic reaction: reactants, conditions, products, and yield The reactants are NC1=NN(C=C1C(=O)OCC)CC1=CC=CC=C1 (3-amino-1benzyl-4-ethoxycarbonylpyrazole), [H-].[Na+] (NaH), C(C1=CC=CC=C1)Br (benzyl bromide). The solvent is CN(C)C=O (DMF). Run at time 5 minute. Yields the product C(C1=CC=CC=C1)NC1=NN(C=C1C(=O)OCC)CC1=CC=CC=C1 (3-benzylamino-1-benzyl-4-ethoxycarbonylpyrazole). Reaction SMILES: [NH2:1][C:2]1[C:6]([C:7]([O:9][CH2:10][CH3:11])=[O:8])=[CH:5][N:4]([CH2:12][C:13]2[CH:18]=[CH:17][CH:16]=[CH:15][CH:14]=2)[N:3]=1.[H-].[Na+].[CH2:21](Br)[C:22]1[CH:27]=[CH:26][CH:25]=[CH:24][CH:23]=1>CN(C=O)C>[CH2:21]([NH:1][C:2]1[C:6]([C:7]([O:9][CH2:10][CH3:11])=[O:8])=[CH:5][N:4]([CH2:12][C:13]2[CH:18]=[CH:17][CH:16]=[CH:15][CH:14]=2)[N:3]=1)[C:22]1[CH:27]=[CH:26][CH:25]=[CH:24][CH:23]=1 |f:1.2|. Procedure details: To a solution of 3-amino-1benzyl-4-ethoxycarbonylpyrazole (0.5 g) in DMF (10 ml), was added 60% NaH (0.082 g). After stirring for 5 min at room temperature, benzyl bromide (0.307 ml) was added, and the mixture was stirred for 1 h at room temperature. The reaction mixture was evaporated under reduced pressure followed by silica-gel column chromatography (toluene/ ethyl acetate=50/1) to give 3-benzylamino-1-benzyl-4-ethoxycarbonylpyrazole (0.3 g). This intermediate was derived to the title compoun... Reactants: OCCCN1N=CC(=C1)C=1C=CC(=C2C(N(CC12)C)=O)NC1=NC(=NC=C1C(F)(F)F)NC1=C(C=C(CP(OCC)(OCC)=O)C=C1)OC (diethyl (4-{[4-({7-[1-(3-hydroxypropyl)-1H-pyrazol-4-yl]-2-methyl-3-oxo-2,3-dihydro-1H-isoindol-4-yl}amino)-5-(trifluoromethyl)pyrimidin-2-yl]amino}-3-methoxybenzyl)phosphonate), NC=1C(=NC(=CC1)C=1C=NN(C1)CCCO)C(=O)NC (3-amino-6-[1-(3-hydroxypropyl)-1H-pyrazol-4-yl]-N-methylpyridine-2-carboxamide), NC=1C(=NC(=CC1)C=1C=NN(C1)CCCO)C(=O)NC (3-amino-6-[1-(3-hydroxypropyl)-1H-pyrazol-4-yl]-N-methylpyridine-2-carboxamide). Yields the product OCCCN1N=CC(=C1)C1=CC=C(C(=N1)C(NC)=O)NC1=NC(=NC=C1C(F)(F)F)NC1=C(C=C(CP(OCC)(OCC)=O)C=C1)OC (Diethyl (4-{[4-({6-[1-(3-hydroxypropyl)-1H-pyrazol-4-yl]-2-(methylcarbamoyl)pyridin-3-yl}amino)-5-(trifluoromethyl)pyrimidin-2-yl]amino}-3-methoxybenzyl)phosphonate). The yield is 68.0%. As a reaction SMILES: [OH:1][CH2:2][CH2:3][CH2:4][N:5]1[CH:9]=[C:8]([C:10]2[CH:11]=[CH:12][C:13]([NH:21][C:22]3[C:27]([C:28]([F:31])([F:30])[F:29])=[CH:26][N:25]=[C:24]([NH:32][C:33]4[CH:47]=[CH:46][C:36]([CH2:37][P:38](=[O:45])([O:42][CH2:43][CH3:44])[O:39][CH2:40][CH3:41])=[CH:35][C:34]=4[O:48][CH3:49])[N:23]=3)=[C:14]3C=2C[N:16]([CH3:19])[C:15]3=[O:20])[CH:7]=[N:6]1.[NH2:50]C1C(C(NC)=O)=NC(C2C=NN(CCCO)C=2)=CC=1>>[OH:1][CH2:2][CH2:3][CH2:4][N:5]1[CH:9]=[C:8]([C:10]2[N:50]=[C:14]([C:15](=[O:20])[NH:16][CH3:19])[C:13]([NH:21][C:22]3[C:27]([C:28]([F:29])([F:31])[F:30])=[CH:26][N:25]=[C:24]([NH:32][C:33]4[CH:47]=[CH:46][C:36]([CH2:37][P:38](=[O:45])([O:42][CH2:43][CH3:44])[O:39][CH2:40][CH3:41])=[CH:35][C:34]=4[O:48][CH3:49])[N:23]=3)=[CH:12][CH:11]=2)[CH:7]=[N:6]1. Reported procedure: Prepared analogously to Compound 1B replacing Compound 1C with 3-amino-6-[1-(3-hydroxypropyl)-1H-pyrazol-4-yl]-N-methylpyridine-2-carboxamide (Compound 6C, 220.0 mg, 0.7991 mmol) to afford 337 mg of the title compound (68%). 1H NMR (400 MHz, CDCl3) δ 12.19 (s, 1H), 9.04 (d, J=9.1 Hz, 1H), 8.36-8.44 (m, 2H), 8.21 (s, 1H), 8.08 (s, 1H), 8.04 (br. s., 1H), 7.63 (d, J=8.8 Hz, 1H), 7.52 (s, 1H), 6.95 (td, J=2.3, 8 Hz, 1H), 6.86 (t, J=1.9 Hz, 1H), 4.40 (t, J=6.2 Hz, 2H), 3.97-4.11 (m, 4H), 3.91 (s, 3H... The reactants are ClC1=CC=C(S1)C=O (5-chlorothiophene-2-carboxaldehyde), C(C)(=O)NCC(=O)O (N-acetylglycine), CC(=O)[O-].[Na+] (NaOAc). Solvent: CC(=O)OC(=O)C (Ac2O), [OH-].[Na+] (NaOH), C(Cl)Cl (CH2Cl2). Product: ClC1=CC=C(S1)C=C1N=C(OC1=O)C (4-(5-Chloro-thiophen-2-ylmethylene)-2-methyl-4H-oxazol-5-one). Isolated yield 96.6%. Reaction SMILES: [Cl:1][C:2]1[S:6][C:5]([CH:7]=O)=[CH:4][CH:3]=1.[C:9]([NH:12][CH2:13][C:14]([OH:16])=[O:15])(=O)[CH3:10].CC([O-])=O.[Na+]>CC(OC(C)=O)=O.[OH-].[Na+].C(Cl)Cl>[Cl:1][C:2]1[S:6][C:5]([CH:7]=[C:13]2[C:14](=[O:15])[O:16][C:9]([CH3:10])=[N:12]2)=[CH:4][CH:3]=1 |f:2.3,5.6|. Reported procedure: A mixture consisting of 5-chlorothiophene-2-carboxaldehyde (1.00 g, 6.82 mmol), N-acetylglycine (0.96 g, 8.18 mmol), NaOAc (0.67 g, 8.18 mmol) in Ac2O (5 mL) is warmed at reflux for 16 hours. The reaction mixture is cooled to ambient temperature and diluted with dilute aqueous NaOH (0.5 M, 100 mL) and CH2Cl2 (100 mL). The layers are separated and the organic phase is washed with aqueous NaHCO3, brine, dried over anhydrous Na2SO4, filtered and concentrated to provide 1.5 g (100%) of the title com... Reactants: N1(CCOCC1)CCCC(=O)C1=CC(=CC=C1)OCC1=CC=CC=C1 (4-(4-morpholinyl)-1-{3-[(phenylmethyl)oxy]phenyl}-1-butanone), [H-].[Na+] (NaH), CI (MeI). Run in C1CCOC1 (THF). Run at time 30 minute. The product is CC(C(=O)C1=CC(=CC=C1)OCC1=CC=CC=C1)CCN1CCOCC1 (2-methyl-4-(4-morpholinyl)-1-{3-[(phenylmethyl)oxy]phenyl}-1-butanone). Yield: 80.5%. RXN SMILES: [N:1]1([CH2:7][CH2:8][CH2:9][C:10]([C:12]2[CH:17]=[CH:16][CH:15]=[C:14]([O:18][CH2:19][C:20]3[CH:25]=[CH:24][CH:23]=[CH:22][CH:21]=3)[CH:13]=2)=[O:11])[CH2:6][CH2:5][O:4][CH2:3][CH2:2]1.[H-].[Na+].[CH3:28]I>C1COCC1>[CH3:28][CH:9]([CH2:8][CH2:7][N:1]1[CH2:2][CH2:3][O:4][CH2:5][CH2:6]1)[C:10]([C:12]1[CH:17]=[CH:16][CH:15]=[C:14]([O:18][CH2:19][C:20]2[CH:21]=[CH:22][CH:23]=[CH:24][CH:25]=2)[CH:13]=1)=[O:11] |f:1.2|. Procedure: To a solution of 4-(4-morpholinyl)-1-{3-[(phenylmethyl)oxy]phenyl}-1-butanone (88 mg, 0.26 mmol) in THF (3 mL), was added NaH (23 mg, 60% suspension, 0.57 mmol). This suspension was stirred at rt for 30 min, then MeI (25 μl, 0.39 mmol) was added. The reaction mixture was stirred at rt for 3 h, then quenched with water. The reaction mixture was added EtOAC (100 ml), washed with brine, dried over Na2SO4, filtered and concentrated. The residue was then purified with flash chromatography (hexanes/et... Yields the product Cc1ccc(O)c(C(C)c2ccccc2)c1. Reaction SMILES: [CH2:21]=[CH:22][c:23]1[cH:24][cH:25][cH:26][cH:27][cH:28]1.[CH3:1][c:2]1[cH:3][cH:4][c:5]([OH:6])[cH:7][cH:8]1.[Cl:15][CH:16]([CH3:17])[C:18]([OH:19])=[O:20].[P:9]([P:10]([OH:11])[OH:12])([OH:13])[OH:14]>>[CH3:1][c:2]1[cH:3][c:4]([CH:22]([CH3:21])[c:23]2[cH:24][cH:25][cH:26][cH:27][cH:28]2)[c:5]([OH:6])[cH:7][cH:8]1. Reactants: C=Cc1ccccc1, Cc1ccc(O)cc1, CC(Cl)C(=O)O, OP(O)P(O)O. Reactants: BrC=1C(=NN(C1CC(C)C)CC)C#N (4-bromo-1-ethyl-5-(2-methylpropyl)-1H-pyrazole-3-carbonitrile), C1(=CC=CC=C1)P(C1=CC=CC=C1)C1=CC=CC=C1 (Triphenylphosphine), C1(=CC=CC=C1)P(C1=CC=CC=C1)C1=CC=CC=C1 (triphenylphosphine), Cl (Hydrochloric acid), C(C)(C)(C)OC(=O)NC1=NC=CC=C1B(O)O (2-tert-butoxycarbonylamino-3-pyridylboronic acid), C([O-])([O-])=O.[Na+].[Na+] (sodium carbonate). Run at temperature 80 celsius. As a reaction SMILES: Cl.C(OC([NH:9][C:10]1[C:15](B(O)O)=[CH:14][CH:13]=[CH:12][N:11]=1)=O)(C)(C)C.C(=O)([O-])[O-].[Na+].[Na+].Br[C:26]1[C:27]([C:37]#[N:38])=[N:28][N:29]([CH2:35][CH3:36])[C:30]=1[CH2:31][CH:32]([CH3:34])[CH3:33].C1(P(C2C=CC=CC=2)C2C=CC=CC=2)C=CC=CC=1>C(O)CC.C1(C)C=CC=CC=1.C([O-])(=O)C.[Pd+2].C([O-])(=O)C>[CH2:35]([N:29]1[C:30]([CH2:31][CH:32]([CH3:34])[CH3:33])=[C:26]2[C:27]([C:37]([NH2:38])=[N:9][C:10]3[N:11]=[CH:12][CH:13]=[CH:14][C:15]=32)=[N:28]1)[CH3:36] |f:2.3.4,9.10.11|. Isolated yield 9.1%. Run in C1(=CC=CC=C1)C (toluene), C(CC)O (1-propanol), C(CC)O (1-propanol). Product: C(C)N1N=C2C(=NC=3N=CC=CC3C2=C1CC(C)C)N (2-ethyl-1-(2-methylpropyl)-2H-pyrazolo[3,4-c][1,8]naphthyridin-4-amine). Reported procedure: Hydrochloric acid (15 mL of 1M) was added to a solution of 2-tert-butoxycarbonylamino-3-pyridylboronic acid (3.31 g, 13.9 mmol), prepared as described in Parts A and B of Example 15, in 1-propanol (15 mL), and the resulting mixture was heated at 80° C. for one hour and allowed to cool to ambient temperature. Solid sodium carbonate (2.69 g, 25.4 mmol) was added with stirring followed by a solution of 4-bromo-1-ethyl-5-(2-methylpropyl)-1H-pyrazole-3-carbonitrile (1.78 g, 6.95 mmol), prepared as de... Reagents/catalysts: C(C)(=O)[O-].[Pd+2].C(C)(=O)[O-] (palladium (II) acetate), C(C)(=O)[O-].[Pd+2].C(C)(=O)[O-] (palladium (II) acetate).